Dataset: the Open Reaction Database (ORD), a public repository of structured organic reaction records. Task: describe an organic reaction: reactants, conditions, products, and yield The reactants are CC(Nc1nc(Nc2ccc(S(=O)(=NS(=O)(=O)CC[Si](C)(C)C)C3CC3)cc2)ncc1Br)C(C)(C)O, CCCC[N+](CCCC)(CCCC)CCCC, [F-], C1CCOC1. The product is CC(Nc1nc(Nc2ccc(S(=N)(=O)C3CC3)cc2)ncc1Br)C(C)(C)O. As a reaction SMILES: [Br:1][c:2]1[c:3]([NH:30][CH:31]([C:32]([CH3:33])([CH3:34])[OH:35])[CH3:36])[n:4][c:5]([NH:8][c:9]2[cH:10][cH:11][c:12]([S:15](=[O:16])(=[N:17][S:18]([CH2:19][CH2:20][Si:21]([CH3:22])([CH3:23])[CH3:24])(=[O:25])=[O:26])[CH:27]3[CH2:28][CH2:29]3)[cH:13][cH:14]2)[n:6][cH:7]1.[CH3:38][CH2:39][CH2:40][CH2:41][N+:42]([CH2:43][CH2:44][CH2:45][CH3:46])([CH2:47][CH2:48][CH2:49][CH3:50])[CH2:51][CH2:52][CH2:53][CH3:54].[F-:37].[O:55]1[CH2:56][CH2:57][CH2:58][CH2:59]1>>[Br:1][c:2]1[c:3]([NH:30][CH:31]([C:32]([CH3:33])([CH3:34])[OH:35])[CH3:36])[n:4][c:5]([NH:8][c:9]2[cH:10][cH:11][c:12]([S:15](=[O:16])(=[NH:17])[CH:27]3[CH2:28][CH2:29]3)[cH:13][cH:14]2)[n:6][cH:7]1. Reactants: O=C([O-])[O-], CCOC(C)=O, Cn1c(=O)oc2ccc(-c3cncc(NS(=O)(=O)C4CC4)c3)cc21, CI, [K+], [K+], CN(C)C=O. Yields the product CN(c1cncc(-c2ccc3oc(=O)n(C)c3c2)c1)S(=O)(=O)C1CC1. Reaction SMILES: [C:27](=[O:28])([O-:29])[O-:30].[CH3:38][CH2:39][O:40][C:41](=[O:42])[CH3:43].[CH3:3][n:4]1[c:5](=[O:26])[o:6][c:7]2[c:8]1[cH:9][c:10](-[c:13]1[cH:14][c:15]([NH:19][S:20](=[O:21])(=[O:22])[CH:23]3[CH2:24][CH2:25]3)[cH:16][n:17][cH:18]1)[cH:11][cH:12]2.[I:1][CH3:2].[K+:31].[K+:32].[O:33]=[CH:34][N:35]([CH3:36])[CH3:37]>>[CH3:3][n:4]1[c:5](=[O:26])[o:6][c:7]2[c:8]1[cH:9][c:10](-[c:13]1[cH:14][c:15]([N:19]([S:20](=[O:21])(=[O:22])[CH:23]3[CH2:24][CH2:25]3)[CH3:27])[cH:16][n:17][cH:18]1)[cH:11][cH:12]2. The product is C(CC)OC1=CC=C(C=C1)N1CCN(CC1)S(=O)(=O)C1=CC=C(C=C1)NC1=CC=NC2=CC(=CC=C12)Cl (1-(p-propoxyphenyl)-4-[[4-[[7-chloro-4-quinolinyl]amino]phenyl]-sulfonyl]piperazine). Reactants: ClC1=CC=NC2=CC(=CC=C12)Cl (4,7-dichloroquinoline), NC1=CC=C(C=C1)S(=O)(=O)N1CCN(CC1)C1=CC=C(C=C1)OCCC (1-[(p-aminophenyl)sulfonyl]-4-(p-propoxyphenyl)piperazine). RXN SMILES: Cl[C:2]1[C:11]2[C:6](=[CH:7][C:8]([Cl:12])=[CH:9][CH:10]=2)[N:5]=[CH:4][CH:3]=1.[NH2:13][C:14]1[CH:19]=[CH:18][C:17]([S:20]([N:23]2[CH2:28][CH2:27][N:26]([C:29]3[CH:34]=[CH:33][C:32]([O:35][CH2:36][CH2:37][CH3:38])=[CH:31][CH:30]=3)[CH2:25][CH2:24]2)(=[O:22])=[O:21])=[CH:16][CH:15]=1>>[CH2:36]([O:35][C:32]1[CH:31]=[CH:30][C:29]([N:26]2[CH2:27][CH2:28][N:23]([S:20]([C:17]3[CH:16]=[CH:15][C:14]([NH:13][C:2]4[C:11]5[C:6](=[CH:7][C:8]([Cl:12])=[CH:9][CH:10]=5)[N:5]=[CH:4][CH:3]=4)=[CH:19][CH:18]=3)(=[O:21])=[O:22])[CH2:24][CH2:25]2)=[CH:34][CH:33]=1)[CH2:37][CH3:38]. Reported procedure: In the manner given in Example 1C, 4,7-dichloroquinoline is heated with 1-[(p-aminophenyl)sulfonyl]-4-(p-propoxyphenyl)piperazine to give 1-(p-propoxyphenyl)-4-[[4-[[7-chloro-4-quinolinyl]amino]phenyl]-sulfonyl]piperazine.